Dataset: the Open Reaction Database (ORD), a public repository of structured organic reaction records. Task: describe an organic reaction: reactants, conditions, products, and yield Starting materials: CC(=O)SCCN(CCC1CCCCC1)C(=O)NC(C)C(=O)O, CCN=C=NCCCN(C)C, ClCCl, CN1CCNCC1, CN1CCOCC1, Cl, On1nnc2ccccc21. The product is CC(=O)SCCN(CCC1CCCCC1)C(=O)NC(C)C(=O)N1CCN(C)CC1. RXN SMILES: [C:1]([CH3:2])(=[O:3])[S:4][CH2:5][CH2:6][N:7]([C:8]([NH:9][CH:10]([C:11](=[O:12])[OH:13])[CH3:14])=[O:15])[CH2:16][CH2:17][CH:18]1[CH2:19][CH2:20][CH2:21][CH2:22][CH2:23]1.[CH2:49]([N:50]=[C:51]=[N:52][CH2:53][CH2:54][CH2:55][N:56]([CH3:57])[CH3:58])[CH3:59].[CH2:60]([Cl:61])[Cl:62].[CH3:24][N:25]1[CH2:26][CH2:27][NH:28][CH2:29][CH2:30]1.[CH3:41][N:42]1[CH2:43][CH2:44][O:45][CH2:46][CH2:47]1.[ClH:48].[OH:31][n:32]1[c:33]2[cH:34][cH:35][cH:36][cH:37][c:38]2[n:39][n:40]1>>[C:1]([CH3:2])(=[O:3])[S:4][CH2:5][CH2:6][N:7]([C:8]([NH:9][CH:10]([C:11](=[O:13])[N:28]1[CH2:27][CH2:26][N:25]([CH3:24])[CH2:30][CH2:29]1)[CH3:14])=[O:15])[CH2:16][CH2:17][CH:18]1[CH2:19][CH2:20][CH2:21][CH2:22][CH2:23]1. The reactants are C1CCOC1, CN(C)S(=O)(=O)c1ccc(N2CCc3c(Cl)ncnc32)cc1, [H-], [Na+], O, CC(C)OC(=O)N1CCC(O)CC1. The product is CC(C)OC(=O)N1CCC(Oc2ncnc3c2CCN3c2ccc(S(=O)(=O)N(C)C)cc2)CC1. As a reaction SMILES: [CH2:14]1[O:15][CH2:16][CH2:17][CH2:18]1.[Cl:21][c:22]1[c:23]2[c:24]([n:25][cH:26][n:27]1)[N:28]([c:31]1[cH:32][cH:33][c:34]([S:37](=[O:38])(=[O:39])[N:40]([CH3:41])[CH3:42])[cH:35][cH:36]1)[CH2:29][CH2:30]2.[H-:20].[Na+:19].[OH2:43].[OH:1][CH:2]1[CH2:3][CH2:4][N:5]([C:8](=[O:9])[O:10][CH:11]([CH3:12])[CH3:13])[CH2:6][CH2:7]1>>[O:1]([CH:2]1[CH2:3][CH2:4][N:5]([C:8](=[O:9])[O:10][CH:11]([CH3:12])[CH3:13])[CH2:6][CH2:7]1)[c:22]1[c:23]2[c:24]([n:25][cH:26][n:27]1)[N:28]([c:31]1[cH:32][cH:33][c:34]([S:37](=[O:38])(=[O:39])[N:40]([CH3:41])[CH3:42])[cH:35][cH:36]1)[CH2:29][CH2:30]2. Starting materials: [Na+], [OH-], O, OCCO, N#Cc1cc(-c2ccccc2)oc1-c1ccccc1. The product is O=C(O)c1cc(-c2ccccc2)oc1-c1ccccc1. Reaction SMILES: [Na+:22].[OH-:21].[OH2:20].[OH:23][CH2:24][CH2:25][OH:26].[c:1]1(-[c:7]2[o:8][c:9](-[c:14]3[cH:15][cH:16][cH:17][cH:18][cH:19]3)[cH:10][c:11]2[C:12]#[N:13])[cH:2][cH:3][cH:4][cH:5][cH:6]1>>[c:1]1(-[c:7]2[o:8][c:9](-[c:14]3[cH:15][cH:16][cH:17][cH:18][cH:19]3)[cH:10][c:11]2[C:12](=[O:20])[OH:21])[cH:2][cH:3][cH:4][cH:5][cH:6]1. The reactants are BrC=1C=C(C=C(C1OC)C=O)S(=O)(=O)NCCCC (3-bromo-N-butyl-5-formyl-4-methoxy-benzenesulfonamide), C(C)(C)(C)NS(=O)(=O)C1=CC(=CC=C1)B1OC(C(O1)(C)C)(C)C (N-tert-butyl-3-(4,4,5,5-tetramethyl-[1,3,2]dioxaborolan-2-yl)benzenesulfonamide). The product is C(CCC)NS(=O)(=O)C=1C=C(C(=C(C1)C=O)OC)C1=CC(=CC=C1)S(=O)(=O)NC(C)(C)C (N-butyl-N′-tert-butyl-5-formyl-6-methoxy-biphenyl-3,3′-disulfonamide). Isolated yield 89.1%. RXN SMILES: Br[C:2]1[CH:3]=[C:4]([S:12]([NH:15][CH2:16][CH2:17][CH2:18][CH3:19])(=[O:14])=[O:13])[CH:5]=[C:6]([CH:10]=[O:11])[C:7]=1[O:8][CH3:9].[C:20]([NH:24][S:25]([C:28]1[CH:33]=[CH:32][CH:31]=[C:30](B2OC(C)(C)C(C)(C)O2)[CH:29]=1)(=[O:27])=[O:26])([CH3:23])([CH3:22])[CH3:21]>>[CH2:16]([NH:15][S:12]([C:4]1[CH:3]=[C:2]([C:32]2[CH:31]=[CH:30][CH:29]=[C:28]([S:25]([NH:24][C:20]([CH3:23])([CH3:22])[CH3:21])(=[O:26])=[O:27])[CH:33]=2)[C:7]([O:8][CH3:9])=[C:6]([CH:10]=[O:11])[CH:5]=1)(=[O:14])=[O:13])[CH2:17][CH2:18][CH3:19]. Reported procedure: Proceeding as in Reference 19, but substituting 3-bromo-N-butyl-5-formyl-4-methoxy-benzenesulfonamide (0.65 g, 1.72 mmol) and N-tert-butyl-3-(4,4,5,5-tetramethyl-[1,3,2]dioxaborolan-2-yl)benzenesulfonamide (0.64 g, 1.90 mmol, 1.1 eq.), gave N-butyl-N′-tert-butyl-5-formyl-6-methoxy-biphenyl-3,3′-disulfonamide (0.74 g) as on orange oil. The reactants are CN=C=O, ClCCl, Clc1ccccc1-c1ccc(CN2CCNC(c3ccccc3)C2)cc1. The product is CNC(=O)N1CCN(Cc2ccc(-c3ccccc3Cl)cc2)CC1c1ccccc1. Reaction SMILES: [CH3:27][N:28]=[C:29]=[O:30].[Cl:31][CH2:32][Cl:33].[c:1]1([CH:7]2[CH2:8][N:9]([CH2:13][c:14]3[cH:15][cH:16][c:17](-[c:20]4[c:21]([Cl:26])[cH:22][cH:23][cH:24][cH:25]4)[cH:18][cH:19]3)[CH2:10][CH2:11][NH:12]2)[cH:2][cH:3][cH:4][cH:5][cH:6]1>>[c:1]1([CH:7]2[CH2:8][N:9]([CH2:13][c:14]3[cH:15][cH:16][c:17](-[c:20]4[c:21]([Cl:26])[cH:22][cH:23][cH:24][cH:25]4)[cH:18][cH:19]3)[CH2:10][CH2:11][N:12]2[C:29]([NH:28][CH3:27])=[O:30])[cH:2][cH:3][cH:4][cH:5][cH:6]1.